The task is: describe an organic reaction: reactants, conditions, products, and yield. This data is from the Open Reaction Database (ORD), a public repository of structured organic reaction records. Starting materials: O=C1CCC(=O)N1Br, CCCCn1c(CO)cnc1-c1ccccc1, CC#N, O. Product: CCCCn1c(-c2ccccc2)nc(Br)c1CO. As a reaction SMILES: [Br:1][N:2]1[C:3](=[O:4])[CH2:5][CH2:6][C:7]1=[O:8].[CH2:9]([CH2:10][CH2:11][CH3:12])[n:13]1[c:14](-[c:20]2[cH:21][cH:22][cH:23][cH:24][cH:25]2)[n:15][cH:16][c:17]1[CH2:18][OH:19].[CH3:27][C:28]#[N:29].[OH2:26]>>[Br:1][c:16]1[n:15][c:14](-[c:20]2[cH:21][cH:22][cH:23][cH:24][cH:25]2)[n:13]([CH2:9][CH2:10][CH2:11][CH3:12])[c:17]1[CH2:18][OH:19]. Starting materials: CCOCC, COc1ccc(CNC=O)cc1C(F)(F)F, CCO, Cl. Product: COc1ccc(CN)cc1C(F)(F)F, Cl. As a reaction SMILES: [CH3:18][CH2:19][O:20][CH2:21][CH3:22].[CH3:1][O:2][c:3]1[c:4]([C:13]([F:14])([F:15])[F:16])[cH:5][c:6]([CH2:7][NH:8][CH:9]=[O:10])[cH:11][cH:12]1.[CH3:23][CH2:24][OH:25].[ClH:17]>>[CH3:1][O:2][c:3]1[c:4]([C:13]([F:14])([F:15])[F:16])[cH:5][c:6]([CH2:7][NH2:8])[cH:11][cH:12]1.[ClH:17]. Reported procedure: 26.6 g of 2,5-dimethylbenzylhydrazine were added dropwise to a solution of 28.2 g of β-amino-β-ethoxyacrylic acid ethyl ester and 1 g of p-toluenesulphonic acid in 130 ml of ethanol, in the course of which the temperature rose from 25° to 35° C. After stirring overnight, the compound identified above separated out, and was filtered off and recrystallised from ethanol. Melting point: 124°, 20 g (52%). Starting materials: CC1=C(CNN)C=C(C=C1)C (2,5-dimethylbenzylhydrazine), C(C)OC(C=C(OCC)N)=O (β-amino-β-ethoxyacrylic acid ethyl ester), C1(=CC=C(C=C1)S(=O)(=O)O)C (p-toluenesulphonic acid). Run in C(C)O (ethanol). Conditions: time 8 hour. The product is NC=1NN(C(C1)=O)CC1=C(C=CC(=C1)C)C (3-Amino-1-(2,5-dimethylbenzyl)-pyrazol-5-one). As a reaction SMILES: [CH3:1][C:2]1[CH:10]=[CH:9][C:8]([CH3:11])=[CH:7][C:3]=1[CH2:4][NH:5][NH2:6].C([O:14][C:15](=O)[CH:16]=[C:17]([NH2:21])OCC)C.C1(C)C=CC(S(O)(=O)=O)=CC=1>C(O)C>[NH2:21][C:17]1[NH:6][N:5]([CH2:4][C:3]2[CH:7]=[C:8]([CH3:11])[CH:9]=[CH:10][C:2]=2[CH3:1])[C:15](=[O:14])[CH:16]=1. Reactants: [H-].[H-].[H-].[H-].[Li+].[Al+3] (LiAlH4), C(C)OC(=O)C1=COC2=C1C=CC(=C2)OCC (6-Ethoxy-benzofuran-3-carboxylic acid ethyl ester), [OH-].[Na+] (NaOH). The solvent is C1CCOC1 (THF), C1CCOC1 (THF), C1CCOC1 (THF). Reaction conditions: temperature 0 celsius, time 2 hour. Product: C(C)OC1=CC2=C(C(=CO2)CO)C=C1 ((6-Ethoxy-benzofuran-3-yl)-methanol). RXN SMILES: [H-].[H-].[H-].[H-].[Li+].[Al+3].C([O:9][C:10]([C:12]1[C:16]2[CH:17]=[CH:18][C:19]([O:21][CH2:22][CH3:23])=[CH:20][C:15]=2[O:14][CH:13]=1)=O)C.[OH-].[Na+]>C1COCC1>[CH2:22]([O:21][C:19]1[CH:18]=[CH:17][C:16]2[C:12]([CH2:10][OH:9])=[CH:13][O:14][C:15]=2[CH:20]=1)[CH3:23] |f:0.1.2.3.4.5,7.8|. Procedure details: 1M LiAlH4-solution in THF (47.6 ml, 47.6 mmol) is diluted with 200 ml of THF and cooled to 0° C. 6-Ethoxy-benzofuran-3-carboxylic acid ethyl ester (27a) (5.6 g, 23.8 mmol) is dissolved in 100 ml of THF and added drop wise within 30 min. After completed addition the mixture is allowed to stir at 0° C. for 2 h. Then the reaction mixture is cooled to −15° C. and 10 ml of a 1M NaOH solution is added very slowly. Then the mixture is filtrated over celite, washed with THF and evaporated under reduced ... Reactants: CN(C)C=NS(=O)(=O)CC(CO)(C)CC (3-(N,N-dimethylaminomethylene)aminosulfonyl-2-ethyl-2-methyl-1-propanol), ClC=1C(=CC=2N(N1)N=C(N2)C)C (6-chloro-2,7-dimethyl[1,2,4]triazolo[1,5-b]pyridazine). Reaction SMILES: CN(C=[N:5][S:6]([CH2:9][C:10]([CH2:14][CH3:15])([CH3:13])[CH2:11][OH:12])(=[O:8])=[O:7])C.Cl[C:17]1[C:18]([CH3:27])=[CH:19][C:20]2[N:21]([N:23]=[C:24]([CH3:26])[N:25]=2)[N:22]=1>>[CH2:14]([C:10]([CH3:13])([CH2:9][S:6](=[O:7])(=[O:8])[NH2:5])[CH2:11][O:12][C:17]1[C:18]([CH3:27])=[CH:19][C:20]2[N:21]([N:23]=[C:24]([CH3:26])[N:25]=2)[N:22]=1)[CH3:15]. The product is C(C)C(COC=1C(=CC=2N(N1)N=C(N2)C)C)(CS(N)(=O)=O)C (6-(2-ethyl-2-methyl-3-sulfamoyl-1-propoxy)-2,7-dimethyl[1,2,4]triazolo[1,5-b]pyridazine). Reported procedure: Using 3-(N,N-dimethylaminomethylene)aminosulfonyl-2-ethyl-2-methyl-1-propanol and 6-chloro-2,7-dimethyl[1,2,4]triazolo[1,5-b]pyridazine, the same reaction as in Example 6 was conducted to produce the title compound. m.p. 194°-195° C. The reactants are NCc1ccco1, CCCCCCCN=C=S, c1ccccc1. Product: CCCCCCCNC(=S)NCc1ccco1. Reaction SMILES: [CH2:11]([c:12]1[cH:13][cH:14][cH:15][o:16]1)[NH2:17].[CH2:1]([CH2:2][CH2:3][CH2:4][CH2:5][CH2:6][CH3:7])[N:8]=[C:9]=[S:10].[cH:18]1[cH:19][cH:20][cH:21][cH:22][cH:23]1>>[CH2:1]([CH2:2][CH2:3][CH2:4][CH2:5][CH2:6][CH3:7])[NH:8][C:9](=[S:10])[NH:17][CH2:11][c:12]1[cH:13][cH:14][cH:15][o:16]1. Reactants: BrC1=C(N)C=CC(=C1)C (2-bromo-4-methylaniline), OCC(O)CO (glycerol). As a reaction SMILES: [Br:1][C:2]1[CH:8]=[C:7]([CH3:9])[CH:6]=[CH:5][C:3]=1[NH2:4].O[CH2:11][CH:12]([CH2:14]O)O>>[CH3:9][C:7]1[CH:6]=[C:5]2[C:3](=[C:2]([Br:1])[CH:8]=1)[N:4]=[CH:14][CH:12]=[CH:11]2. Product: CC=1C=C2C=CC=NC2=C(C1)Br (6-methyl-8-bromoquinoline). Reported procedure: 2-bromo-4-methylaniline and glycerol can be combined to form 6-methyl-8-bromoquinoline, The reactants are CCOC=C(S(=O)(=O)c1ccccc1)S(=O)(=O)c1ccccc1, CCO, Nc1ccccc1. The product is O=S(=O)(C(=CNc1ccccc1)S(=O)(=O)c1ccccc1)c1ccccc1. Reaction SMILES: [CH2:8]([O:9][CH:11]=[C:12]([S:13](=[O:14])(=[O:15])[c:16]1[cH:17][cH:18][cH:19][cH:20][cH:21]1)[S:22](=[O:23])(=[O:24])[c:25]1[cH:26][cH:27][cH:28][cH:29][cH:30]1)[CH3:10].[CH3:31][CH2:32][OH:33].[NH2:1][c:2]1[cH:3][cH:4][cH:5][cH:6][cH:7]1>>[NH:1]([c:2]1[cH:3][cH:4][cH:5][cH:6][cH:7]1)[CH:11]=[C:12]([S:13](=[O:14])(=[O:15])[c:16]1[cH:17][cH:18][cH:19][cH:20][cH:21]1)[S:22](=[O:23])(=[O:24])[c:25]1[cH:26][cH:27][cH:28][cH:29][cH:30]1. As a reaction SMILES: [CH2:1]([CH3:2])[O:3][C:4]([c:5]1[cH:6][cH:7][c:8]([NH:11][C:12]([c:13]2[cH:14][c:15]([N+:20]([O-:21])=[O:22])[c:16]([Cl:19])[cH:17][cH:18]2)=[O:23])[cH:9][cH:10]1)=[O:24].[Cl:25][c:26]1[cH:27][c:28]([S:32](=[O:33])(=[O:34])[Cl:35])[cH:29][cH:30][cH:31]1>>[CH2:1]([CH3:2])[O:3][C:4]([c:5]1[cH:6][cH:7][c:8]([NH:11][C:12]([c:13]2[cH:14][c:15]([NH:20][S:32]([c:28]3[cH:27][c:26]([Cl:25])[cH:31][cH:30][cH:29]3)(=[O:33])=[O:34])[c:16]([Cl:19])[cH:17][cH:18]2)=[O:23])[cH:9][cH:10]1)=[O:24]. The reactants are CCOC(=O)c1ccc(NC(=O)c2ccc(Cl)c([N+](=O)[O-])c2)cc1, O=S(=O)(Cl)c1cccc(Cl)c1. Yields the product CCOC(=O)c1ccc(NC(=O)c2ccc(Cl)c(NS(=O)(=O)c3cccc(Cl)c3)c2)cc1.